From a dataset of the Open Reaction Database (ORD), a public repository of structured organic reaction records. describe an organic reaction: reactants, conditions, products, and yield Reactants: COc1cc(CN2C(=O)c3ccccc3C2=O)ccc1-c1ccccc1, CCO, ClC(Cl)Cl. The product is COc1cc(CN)ccc1-c1ccccc1. As a reaction SMILES: [CH3:1][O:2][c:3]1[c:4](-[c:21]2[cH:22][cH:23][cH:24][cH:25][cH:26]2)[cH:5][cH:6][c:7]([CH2:9][N:10]2[C:11](=[O:12])[c:13]3[cH:14][cH:15][cH:16][cH:17][c:18]3[C:19]2=[O:20])[cH:8]1.[CH3:27][CH2:28][OH:29].[CH:30]([Cl:31])([Cl:32])[Cl:33]>>[CH3:1][O:2][c:3]1[c:4](-[c:21]2[cH:22][cH:23][cH:24][cH:25][cH:26]2)[cH:5][cH:6][c:7]([CH2:9][NH2:10])[cH:8]1. Starting materials: ClC=1C=C2C=3C=CN=CC3NC2=C(C1OCC1CC1)N (6-chloro-7-cyclopropylmethoxy-9H-β-carbolin-8-ylamine), CC1=C(C(=O)O)C=CC=N1 (2-methylnicotinic acid), C(C)(=O)[O-].[NH4+] (ammonium acetate). Product: ClC=1C=C2C=3C=CN=CC3NC2=C(C1OCC1CC1)NC(C1=C(N=CC=C1)C)=O (N-(6-chloro-7-cyclopropylmethoxy-9H-β-carbolin-8-yl)-2-methyl-nicotinamide). Isolated yield 40.0%. RXN SMILES: [Cl:1][C:2]1[CH:3]=[C:4]2[C:12](=[C:13]([NH2:20])[C:14]=1[O:15][CH2:16][CH:17]1[CH2:19][CH2:18]1)[NH:11][C:10]1[CH:9]=[N:8][CH:7]=[CH:6][C:5]2=1.[CH3:21][C:22]1[N:30]=[CH:29][CH:28]=[CH:27][C:23]=1[C:24](O)=[O:25].C([O-])(=O)C.[NH4+]>>[Cl:1][C:2]1[CH:3]=[C:4]2[C:12](=[C:13]([NH:20][C:24](=[O:25])[C:23]3[CH:27]=[CH:28][CH:29]=[N:30][C:22]=3[CH3:21])[C:14]=1[O:15][CH2:16][CH:17]1[CH2:19][CH2:18]1)[NH:11][C:10]1[CH:9]=[N:8][CH:7]=[CH:6][C:5]2=1 |f:2.3|. Procedure details: The desired compound was prepared according to Method A from 6-chloro-7-cyclopropylmethoxy-9H-β-carbolin-8-ylamine and 2-methylnicotinic acid in a 40-60% yield. 1H-NMR (300 MHz, MeOH-d4): 60.29 (m, 2H), 0.55 (m, 2H), 1.29 (m, 1H), 2.78 (s, 3H), 3.95 (m, 2H), 7.46 (dd, 1H), 8.08 (m, 1H), 8.30 (m, 3H), 8.59 (m, 1H), 8.81 (s, 1H). Retention Time (LC, method: ammonium acetate standard): 2.18 min. MS (M+H+): 405. The reactants are OCCBr, O=C([O-])[O-], [Cs+], [Cs+], Cc1ccc(O)c(I)n1, CN(C)C=O. Yields the product Cc1ccc(OCCO)c(I)n1. As a reaction SMILES: [Br:16][CH2:17][CH2:18][OH:19].[C:10](=[O:11])([O-:12])[O-:13].[Cs+:14].[Cs+:15].[I:1][c:2]1[n:3][c:4]([CH3:9])[cH:5][cH:6][c:7]1[OH:8].[O:20]=[CH:21][N:22]([CH3:23])[CH3:24]>>[I:1][c:2]1[n:3][c:4]([CH3:9])[cH:5][cH:6][c:7]1[O:8][CH2:17][CH2:18][OH:19]. Reactants: CCSC(=O)N(CC(C)C)CC(C)C (butylate), O1CCOC12CCC(CC2)C2CCC(CC2)C2=CC(=CC=C2)F (4-(1,4-dioxaspiro[4,5]dec-8-yl)-1-(3-fluorophenyl)-cyclohexane), [K] (potassium), [Cl-].[Na+] (sodium chloride). Run in CS(=O)C (dimethyl sulphoxide). Run at temperature 100 celsius, time 2 hour. The product is O1CCOC12CCC(CC2)[C@@H]2CC[C@H](CC2)C2=CC(=CC=C2)F (trans-4-(1,4-dioxaspiro[4,5]dec-8-yl)-1-(3-fluorophenyl)cyclohexane). Yield: 97.3%. As a reaction SMILES: [K].CCSC(N(CC(C)C)CC(C)C)=O.[O:16]1[C:20]2([CH2:25][CH2:24][CH:23]([CH:26]3[CH2:31][CH2:30][CH:29]([C:32]4[CH:37]=[CH:36][CH:35]=[C:34]([F:38])[CH:33]=4)[CH2:28][CH2:27]3)[CH2:22][CH2:21]2)[O:19][CH2:18][CH2:17]1.[Cl-].[Na+]>CS(C)=O>[O:16]1[C:20]2([CH2:25][CH2:24][CH:23]([C@H:26]3[CH2:31][CH2:30][C@H:29]([C:32]4[CH:37]=[CH:36][CH:35]=[C:34]([F:38])[CH:33]=4)[CH2:28][CH2:27]3)[CH2:22][CH2:21]2)[O:19][CH2:18][CH2:17]1 |f:3.4,^1:0|. Procedure: 23.7 g of potassium t.-butylate were added to a solution of 125.3 g of 4-(1,4-dioxaspiro[4,5]dec-8-yl)-1-(3-fluorophenyl)-cyclohexane (cis/trans 50/47) in 630 ml of dimethyl sulphoxide, the mixture was stirred at 100° C. for 2 hrs., cooled and poured into 2500 ml of 5 percent sodium chloride solution. The reaction mixture was extracted with methylene chloride, the organic phase was dried over sodium sulfate, filtered and the filtrate was evaporated. Crystallization of the residue from isopropano... Starting materials: C(CCCCCCCO)O (1,8-octanediol), C(C)(=O)O (acetic acid), O (H2O), OS(=O)(=O)O (H2SO4). The product is C(C)(=O)OCCCCCCCCO (1,8-octanediol monoacetate). Isolated yield 92.3%. Reaction SMILES: [CH2:1]([OH:10])[CH2:2][CH2:3][CH2:4][CH2:5][CH2:6][CH2:7][CH2:8][OH:9].[C:11](O)(=[O:13])[CH3:12].O.OS(O)(=O)=O>>[C:11]([O:9][CH2:8][CH2:7][CH2:6][CH2:5][CH2:4][CH2:3][CH2:2][CH2:1][OH:10])(=[O:13])[CH3:12]. Procedure details: A solution of 1.987 g (13.7 mmoles) of 1,8-octanediol in 25 ml (441 mmoles) of glacial acetic acid was mixed with 200 ml (11.11 moles) of H2O containing 4 ml (72 mmoles) of conc. H2SO4. This mixture was extracted continuously for 40 hours using hexane. The monoester is not very soluble in hexane and hence a mixture of hexane-cyclohexane (in which the monoester, but not the starting diol, is soluble) should be recommended if one is interested in developing this process for 1,8-octanediol. After c... Starting materials: IC=1C=C(C(=O)OC)C=CC1 (methyl 3-iodobenzoate), FC1=C(C(=C(C(=C1F)F)F)F)[Cu] (2,3,4,5,6-pentafluorophenyl copper). Solvent: C1(=CC=CC=C1)C (toluene). Yields the product FC1=C(C(=C(C(=C1F)F)F)F)C=1C=C(CO)C=CC1 (3-(2,3,4,5,6-Pentafluorophenyl)benzyl alcohol), FC1=C(C(=C(C(=C1F)F)F)F)C=1C=C(C(=O)OC)C=CC1 (methyl 3-(2,3,4,5,6-pentafluorophenyl)benzoate). Yield: 191.2%. Reaction SMILES: I[C:2]1[CH:3]=[C:4]([CH:9]=[CH:10][CH:11]=1)[C:5]([O:7][CH3:8])=[O:6].[F:12][C:13]1[C:18]([F:19])=[C:17]([F:20])[C:16]([F:21])=[C:15]([F:22])[C:14]=1[Cu]>C1(C)C=CC=CC=1>[F:12][C:13]1[C:18]([F:19])=[C:17]([F:20])[C:16]([F:21])=[C:15]([F:22])[C:14]=1[C:2]1[CH:3]=[C:4]([CH:9]=[CH:10][CH:11]=1)[CH2:5][OH:7].[F:12][C:13]1[C:18]([F:19])=[C:17]([F:20])[C:16]([F:21])=[C:15]([F:22])[C:14]=1[C:2]1[CH:3]=[C:4]([CH:9]=[CH:10][CH:11]=1)[C:5]([O:7][CH3:8])=[O:6]. Procedure details: 3-(2,3,4,5,6-Pentafluorophenyl)benzyl alcohol was prepared as follows: Under an argon atmosphere, methyl 3-iodobenzoate (2.3 g. 0.009 mole) and 2,3,4,5,6-pentafluorophenyl copper (2.0 g, 0.009 mole) were added to 50 ml of toluene. The stirred reaction mixture was heated under reflux for 2 hours, then cooled to room temperature. The mixture was filtered and the filtrate evaporated under reduced pressure to a residual solid. The solid was recrystallized from methanol to give methyl 3-(2,3,4,5,6-pe...